This data is from the Open Reaction Database (ORD), a public repository of structured organic reaction records. The task is: describe an organic reaction: reactants, conditions, products, and yield Reactants: CC(=O)[O-], CC(=O)O, Cc1ccccc1, COc1ccc2c(c1F)C(=O)CC2, N#CCC#N, [NH4+]. The product is COc1ccc2c(c1F)C(=C(C#N)C#N)CC2. As a reaction SMILES: [CH3:20][C:21](=[O:22])[O-:23].[CH3:24][C:25](=[O:26])[OH:27].[CH3:28][c:29]1[cH:30][cH:31][cH:32][cH:33][cH:34]1.[F:1][c:2]1[c:3]([O:12][CH3:13])[cH:4][cH:5][c:6]2[c:10]1[C:9](=[O:11])[CH2:8][CH2:7]2.[N:14]#[C:15][CH2:16][C:17]#[N:18].[NH4+:19]>>[F:1][c:2]1[c:3]([O:12][CH3:13])[cH:4][cH:5][c:6]2[c:10]1[C:9](=[C:16]([C:15]#[N:14])[C:17]#[N:18])[CH2:8][CH2:7]2. The reactants are ClC1=C(C=C(C=C1)C=1N=NC(=C(N1)C)C)[N+](=O)[O-] (3-(4-chloro-3-nitrophenyl)-5,6-dimethyl-[1,2,4]triazine), [Sn](Cl)(Cl)(Cl)Cl (tin chloride). Yields the product ClC1=C(C=C(C=C1)C=1N=NC(=C(N1)C)C)N (2-chloro-5-(5,6-dimethyl-[1,2,4]triazin-3-yl)phenylamine). RXN SMILES: [Cl:1][C:2]1[CH:7]=[CH:6][C:5]([C:8]2[N:9]=[N:10][C:11]([CH3:15])=[C:12]([CH3:14])[N:13]=2)=[CH:4][C:3]=1[N+:16]([O-])=O.[Sn](Cl)(Cl)(Cl)Cl>>[Cl:1][C:2]1[CH:7]=[CH:6][C:5]([C:8]2[N:9]=[N:10][C:11]([CH3:15])=[C:12]([CH3:14])[N:13]=2)=[CH:4][C:3]=1[NH2:16]. Reported procedure: This compound was obtained by reducing 3-(4-chloro-3-nitrophenyl)-5,6-dimethyl-[1,2,4]triazine with tin chloride.